From a dataset of the Open Reaction Database (ORD), a public repository of structured organic reaction records. describe an organic reaction: reactants, conditions, products, and yield Starting materials: C1(=CC=CC=C1)P(C1=CC=CC=C1)C1=CC=CC=C1 (triphenylphosphine), IC=1C=C(N)C=CC1 (m-Iodoaniline), C1=CC=C(C=C1)P(C2=CC=CC=C2)C3=CC=CC=C3 (PPh3). The reagents and catalysts are CC(=O)[O-].CC(=O)[O-].[Pd+2] (Pd(acetate)2). Solvent: C=1(C(=CC=CC1)C)C (xylene). Reaction conditions: time 15 minute. Yields the product [I-].NC=1C=C(C=CC1)[P+](C1=CC=CC=C1)(C1=CC=CC=C1)C1=CC=CC=C1 ((3-Aminophenyl)triphenylphosphonium Iodide). Yield: 97.2%. RXN SMILES: [C:1]1([P:7]([C:14]2[CH:19]=[CH:18][CH:17]=[CH:16][CH:15]=2)[C:8]2[CH:13]=[CH:12][CH:11]=[CH:10][CH:9]=2)[CH:6]=[CH:5][CH:4]=[CH:3][CH:2]=1.[I:20][C:21]1[CH:22]=[C:23]([CH:25]=[CH:26][CH:27]=1)[NH2:24]>CC([O-])=O.CC([O-])=O.[Pd+2].C1(C)C(C)=CC=CC=1>[I-:20].[NH2:24][C:23]1[CH:22]=[C:21]([P+:7]([C:8]2[CH:9]=[CH:10][CH:11]=[CH:12][CH:13]=2)([C:14]2[CH:19]=[CH:18][CH:17]=[CH:16][CH:15]=2)[C:1]2[CH:2]=[CH:3][CH:4]=[CH:5][CH:6]=2)[CH:27]=[CH:26][CH:25]=1 |f:2.3.4,6.7|. Procedure: To a 3000 mL 3-necked round-bottomed flask fitted with a condenser, mechanical stirrer and gas inlet, about 329.33 g (1.25 mol) of triphenylphosphine (PPh3), Pd(acetate)2 (2.82 g, 0.0126 mol) and 1600 mL of de-gassed xylene was added. The mixture was stirred under argon until the PPh3 is dissolved. m-Iodoaniline (about 275.00 g; 1.25 mol) was added and the yellow-orange solution was refluxed for around 80 minutes. The product phosphonium compound ((3-aminophenyl)triphenylphosphonium Iodide) sepa... Reactants: CC(=O)OC(C)=O, O=S1(=O)Nc2ccccc2C1=Cc1ccc(O)cc1, c1ccncc1. The product is CC(=O)Oc1ccc(C=C2c3ccccc3NS2(=O)=O)cc1. As a reaction SMILES: [CH3:20][C:21](=[O:22])[O:23][C:24](=[O:25])[CH3:26].[OH:1][c:2]1[cH:3][cH:4][c:5]([CH:8]=[C:9]2[S:10](=[O:18])(=[O:19])[NH:11][c:12]3[c:13]2[cH:14][cH:15][cH:16][cH:17]3)[cH:6][cH:7]1.[cH:27]1[cH:28][cH:29][n:30][cH:31][cH:32]1>>[O:1]([c:2]1[cH:3][cH:4][c:5]([CH:8]=[C:9]2[S:10](=[O:18])(=[O:19])[NH:11][c:12]3[c:13]2[cH:14][cH:15][cH:16][cH:17]3)[cH:6][cH:7]1)[C:21]([CH3:20])=[O:22]. Starting materials: C(C)OC(=O)C=1N=CC2=CC(=CC=C2C1O)OC1=C(C=CC(=C1)F)Cl (7-(2-chloro-5-fluoro-phenoxy)-4-hydroxy-isoquinoline-3-carboxylic acid ethyl ester), C1CC(=O)N(C1=O)I (NIS). The solvent is C(Cl)Cl (DCM). Yields the product C(C)OC(=O)C=1N=C(C2=CC(=CC=C2C1O)OC1=C(C=CC(=C1)F)Cl)I (7-(2-Chloro-5-fluoro-phenoxy)-4-hydroxy-1-iodo-isoquinoline-3-carboxylic acid ethyl ester). Isolated yield 29.7%. As a reaction SMILES: [CH2:1]([O:3][C:4]([C:6]1[N:7]=[CH:8][C:9]2[C:14]([C:15]=1[OH:16])=[CH:13][CH:12]=[C:11]([O:17][C:18]1[CH:23]=[C:22]([F:24])[CH:21]=[CH:20][C:19]=1[Cl:25])[CH:10]=2)=[O:5])[CH3:2].C1C(=O)N([I:33])C(=O)C1>C(Cl)Cl>[CH2:1]([O:3][C:4]([C:6]1[N:7]=[C:8]([I:33])[C:9]2[C:14]([C:15]=1[OH:16])=[CH:13][CH:12]=[C:11]([O:17][C:18]1[CH:23]=[C:22]([F:24])[CH:21]=[CH:20][C:19]=1[Cl:25])[CH:10]=2)=[O:5])[CH3:2]. Procedure: A mixture of 7-(2-chloro-5-fluoro-phenoxy)-4-hydroxy-isoquinoline-3-carboxylic acid ethyl ester (459 mg) and NIS (343 mg) in DCM (13 mL) was refluxed overnight; then concentrated, the residue was column purified to give the desired product (184 mg). LC MS ESI: 488 (M+1)+. The reactants are O=C(O)c1cnn2c(C(F)(F)F)cc(-c3ccc(C(F)(F)F)cc3)nc12, Cc1sc(S(N)(=O)=O)cc1N. Yields the product Cc1sc(S(N)(=O)=O)cc1NC(=O)c1cnn2c(C(F)(F)F)cc(-c3ccc(C(F)(F)F)cc3)nc12. As a reaction SMILES: [F:1][C:2]([c:3]1[cH:4][c:5](-[c:15]2[cH:16][cH:17][c:18]([C:21]([F:22])([F:23])[F:24])[cH:19][cH:20]2)[n:6][c:7]2[n:8]1[n:9][cH:10][c:11]2[C:12](=[O:13])[OH:14])([F:25])[F:26].[NH2:27][c:28]1[cH:29][c:30]([S:34](=[O:35])(=[O:36])[NH2:37])[s:31][c:32]1[CH3:33]>>[F:1][C:2]([c:3]1[cH:4][c:5](-[c:15]2[cH:16][cH:17][c:18]([C:21]([F:22])([F:23])[F:24])[cH:19][cH:20]2)[n:6][c:7]2[n:8]1[n:9][cH:10][c:11]2[C:12](=[O:13])[NH:27][c:28]1[cH:29][c:30]([S:34](=[O:35])(=[O:36])[NH2:37])[s:31][c:32]1[CH3:33])([F:25])[F:26]. Reactants: C1(CCCCC1)C1=NC=CC2=C(C=CC=C12)CCl (1-Cyclohexyl-5-chloromethylisoquinoline), [C-]#N.[Na+] (sodium cyanide). The product is C1(CCCCC1)C1=NC=CC=2C(=CC=CC12)CC#N (1-cyclohexylisoquinoline-5-acetonitrile). As a reaction SMILES: [CH:1]1([C:7]2[C:16]3[C:11](=[C:12]([CH2:17]Cl)[CH:13]=[CH:14][CH:15]=3)[CH:10]=[CH:9][N:8]=2)[CH2:6][CH2:5][CH2:4][CH2:3][CH2:2]1.[C-:19]#[N:20].[Na+]>>[CH:1]1([C:7]2[C:16]3[CH:15]=[CH:14][CH:13]=[C:12]([CH2:17][C:19]#[N:20])[C:11]=3[CH:10]=[CH:9][N:8]=2)[CH2:6][CH2:5][CH2:4][CH2:3][CH2:2]1 |f:1.2|. Procedure: 1-Cyclohexyl-5-chloromethylisoquinoline and sodium cyanide were reacted in the same way as in step (h) of Example 13 to afford 1-cyclohexylisoquinoline-5-acetonitrile having a melting point of 85.3° to 85.6° C. Starting materials: CCCCCCCCCCC1Cc2ccc(C(=O)O)cc2N1, CN(C)C=O, OCC(O)CCl, [H-], [Na+]. Yields the product CCCCCCCCCCC1Cc2ccc(C(=O)OCC(O)CO)cc2N1. As a reaction SMILES: [CH2:3]([CH2:4][CH2:5][CH2:6][CH2:7][CH2:8][CH2:9][CH2:10][CH2:11][CH3:12])[CH:13]1[NH:14][c:15]2[cH:16][c:17]([C:22](=[O:23])[OH:24])[cH:18][cH:19][c:20]2[CH2:21]1.[CH3:31][N:32]([CH3:33])[CH:34]=[O:35].[Cl:25][CH2:26][CH:27]([CH2:28][OH:29])[OH:30].[H-:1].[Na+:2]>>[CH2:3]([CH2:4][CH2:5][CH2:6][CH2:7][CH2:8][CH2:9][CH2:10][CH2:11][CH3:12])[CH:13]1[NH:14][c:15]2[cH:16][c:17]([C:22](=[O:23])[O:24][CH2:26][CH:27]([CH2:28][OH:29])[OH:30])[cH:18][cH:19][c:20]2[CH2:21]1. Starting materials: O=C1OCC2=CC(=CC=C12)C#N (1-Oxo-1,3-dihydroisobenzofuran-5-carbonitrile), N1N=NN=C1 (tetrazole), C(C=C)OP(N(C(C)C)C(C)C)OCC=C (bis(allyloxy)(diisopropylamino)phosphine), C(C)(C)(C)OO (tert-butyl hydroperoxide), [OH-].[Na+] (sodium hydroxide), C(O)([O-])=O.[Na+] (sodium hydrogen carbonate), S(=S)(=O)([O-])[O-].[Na+].[Na+] (sodium thiosulfate), [Cl-].[NH4+] (ammonium chloride), COC1=CC=C(CCl)C=C1 (4-methoxybenzyl chloride). The solvent is O1CCCC1 (tetrahydrofuran), CCCCCC (hexane), CCCCCC (hexane), C(C)(=O)OCC (ethyl acetate), CO (methanol), ClCCl (dichloromethane), CN(C=O)C (N,N-dimethylformamide), C(C)(=O)OCC (ethyl acetate). Conditions: time 15 minute. Product: C(C=C)OP(=O)(OCC=C)OCC1=C(C(=O)OCC2=CC=C(C=C2)OC)C=CC(=C1)C#N (4-Methoxybenzyl 2-[[bis(allyloxy)phosphoryl]oxymethyl]-4-cyanobenzoate). Isolated yield 26.0%. RXN SMILES: O=C1[C:10]2[C:5](=[CH:6][C:7]([C:11]#[N:12])=[CH:8][CH:9]=2)[CH2:4][O:3]1.[OH-].[Na+].[CH3:15][O:16][C:17]1[CH:24]=[CH:23][C:20]([CH2:21]Cl)=[CH:19][CH:18]=1.[Cl-].[NH4+].N1C=NN=N1.[CH2:32]([O:35][P:36]([O:44][CH2:45][CH:46]=[CH2:47])N(C(C)C)C(C)C)[CH:33]=[CH2:34].C([O:52]O)(C)(C)C.[C:54](=[O:57])([O-])[OH:55].[Na+].S([O-])([O-])(=O)=S.[Na+].[Na+]>O1CCCC1.CN(C)C=O.ClCCl.CCCCCC.C(OCC)(=O)C.CO>[CH2:45]([O:44][P:36]([O:3][CH2:4][C:5]1[CH:6]=[C:7]([C:11]#[N:12])[CH:8]=[CH:9][C:10]=1[C:54]([O:55][CH2:21][C:20]1[CH:23]=[CH:24][C:17]([O:16][CH3:15])=[CH:18][CH:19]=1)=[O:57])([O:35][CH2:32][CH:33]=[CH2:34])=[O:52])[CH:46]=[CH2:47] |f:1.2,4.5,9.10,11.12.13|. Reported procedure: 1-Oxo-1,3-dihydroisobenzofuran-5-carbonitrile (1.56 g, 9.78 mmol) obtained from in Example 4-(4) was suspended in tetrahydrofuran (15 ml), and an aqueous solution of sodium hydroxide (1.008N; 9.70 ml, 9.78 mmol) was added thereto. The mixture was stirred at room temperature for 15 minutes and the solvent was distilled off under reduced pressure. The residue was dried using a vacuum pump to give an amorphous solid. The solid was dissolved in N,N-dimethylformamide (30 ml), and 4-methoxybenzyl chlo... Starting materials: Cl.Cl.NC1=CC(=C(C(=O)NCC2CCNCC2)C=C1Cl)OC (4-Amino-5-chloro-2-methoxy-N-(piperidin-4-ylmethyl)benzamide dihydrochloride), BrCCCCCC(=O)C1=CNC2=CC=CC=C12 (6-bromo-1-(1 H-indol-3-yl)-1-hexanone). The product is Cl.NC1=CC(=C(C(=O)NCC2CCN(CC2)CCCCCC(=O)C2=CNC3=CC=CC=C23)C=C1Cl)OC (4-amino-5-chloro-2-methoxy-N-((1-(6-(1H-indol-3-yl)-6-oxohexyl)-piperidin-4-yl)methyl)benzamide hydrochloride). As a reaction SMILES: Cl.Cl.[NH2:3][C:4]1[C:19]([Cl:20])=[CH:18][C:7]([C:8]([NH:10][CH2:11][CH:12]2[CH2:17][CH2:16][NH:15][CH2:14][CH2:13]2)=[O:9])=[C:6]([O:21][CH3:22])[CH:5]=1.Br[CH2:24][CH2:25][CH2:26][CH2:27][CH2:28][C:29]([C:31]1[C:39]2[C:34](=[CH:35][CH:36]=[CH:37][CH:38]=2)[NH:33][CH:32]=1)=[O:30]>>[ClH:20].[NH2:3][C:4]1[C:19]([Cl:20])=[CH:18][C:7]([C:8]([NH:10][CH2:11][CH:12]2[CH2:13][CH2:14][N:15]([CH2:24][CH2:25][CH2:26][CH2:27][CH2:28][C:29]([C:31]3[C:39]4[C:34](=[CH:35][CH:36]=[CH:37][CH:38]=4)[NH:33][CH:32]=3)=[O:30])[CH2:16][CH2:17]2)=[O:9])=[C:6]([O:21][CH3:22])[CH:5]=1 |f:0.1.2,4.5|. Reported procedure: 4-Amino-5-chloro-2-methoxy-N-(piperidin-4-ylmethyl)benzamide dihydrochloride as starting compound and 6-bromo-1-(1 H-indol-3-yl)-1-hexanone were reacted and treated in the same manner as in Example 199 to give 4-amino-5-chloro-2-methoxy-N-((1-(6-(1H-indol-3-yl)-6-oxohexyl)-piperidin-4-yl)methyl)benzamide hydrochloride. Reactants: B(C1CCCCC1)C1CCCCC1 (Cy2BH), C(CC(C)C)=O (isovaleraldehyde), CC(C#C)(C)C (3,3-dimethyl-1-butyne), [Zn](CC)CC (Et2Zn). The product is CC(C)C[C@@H](C=CC(C)(C)C)O ((S)-2,7,7-Trimethyl-oct-5-en-4-ol). Yield: 86.0%. Reaction SMILES: B(C1CCCCC1)C1CCCCC1.[CH3:14][C:15]([CH3:19])([CH3:18])[C:16]#[CH:17].[Zn](CC)CC.[CH:25](=[O:30])[CH2:26][CH:27]([CH3:29])[CH3:28]>>[CH3:28][CH:27]([CH2:26][C@H:25]([OH:30])[CH:17]=[CH:16][C:15]([CH3:19])([CH3:18])[CH3:14])[CH3:29]. Procedure details: The product was prepared by General procedure S using 196 mg (1.1 mmol) Cy2BH, 137 μL (1.1 mmol) 3,3-dimethyl-1-butyne, 1.1 mL (2.1 mmol, 2.0 M in hexanes) Et2Zn, 9.6 mg (0.04 mmol) (−)-MIB, and 107 μL (1.0 mmol) isovaleraldehyde. The crude product was purified by column chromatography (5% ethyl acetate in hexanes) to afford the title compound as a colorless oil in 86% yield (146 mg, 0.86 mmol). [α]D20=+16.7 (c=3.0, CHCl3, 85% ee); 1H NMR (CDCl3, 500 MHz): δ 0.88 (t, 6H, J=7.0 Hz), 0.97 (s, 9H),... Reactants: CC(C)(C)OC(=O)NC(=S)NC(=O)OC(C)(C)C, C[n+]1ccccc1Cl, CCOC(C)=O, CCN(C(C)C)C(C)C, ClCCl, [I-], Cc1ccnc(N2CCC(N)C2)c1. Product: Cc1ccnc(N2CCC(N=C(NC(=O)OC(C)(C)C)NC(=O)OC(C)(C)C)C2)c1. RXN SMILES: [C:14]([CH3:15])([CH3:16])([CH3:17])[O:18][C:19](=[O:20])[NH:21][C:22](=[S:23])[NH:24][C:25](=[O:26])[O:27][C:28]([CH3:29])([CH3:30])[CH3:31].[CH3:42][n+:43]1[cH:44][cH:45][cH:46][cH:47][c:48]1[Cl:49].[CH3:53][CH2:54][O:55][C:56](=[O:57])[CH3:58].[CH:32]([N:33]([CH:34]([CH3:35])[CH3:36])[CH2:37][CH3:38])([CH3:39])[CH3:40].[Cl:50][CH2:51][Cl:52].[I-:41].[NH2:1][CH:2]1[CH2:3][N:4]([c:7]2[n:8][cH:9][cH:10][c:11]([CH3:13])[cH:12]2)[CH2:5][CH2:6]1>>[N:1]([CH:2]1[CH2:3][N:4]([c:7]2[n:8][cH:9][cH:10][c:11]([CH3:13])[cH:12]2)[CH2:5][CH2:6]1)=[C:22]([NH:21][C:19]([O:18][C:14]([CH3:15])([CH3:16])[CH3:17])=[O:20])[NH:24][C:25](=[O:26])[O:27][C:28]([CH3:29])([CH3:30])[CH3:31].